Dataset: the Open Reaction Database (ORD), a public repository of structured organic reaction records. Task: describe an organic reaction: reactants, conditions, products, and yield Starting materials: COc1cc(C#N)ccc1-c1nc2ncncc2[nH]1, Cl, [Na+], [OH-]. Product: COc1cc(C(N)=O)ccc1-c1nc2ncncc2[nH]1. Reaction SMILES: [CH3:1][O:2][c:3]1[c:4](-[c:11]2[n:12][c:13]3[n:14][cH:15][n:16][cH:17][c:18]3[nH:19]2)[cH:5][cH:6][c:7]([C:9]#[N:10])[cH:8]1.[ClH:20].[Na+:22].[OH-:21]>>[CH3:1][O:2][c:3]1[c:4](-[c:11]2[n:12][c:13]3[n:14][cH:15][n:16][cH:17][c:18]3[nH:19]2)[cH:5][cH:6][c:7]([C:9]([NH2:10])=[O:21])[cH:8]1. The reactants are CO, O=[N+]([O-])c1c(Cl)nc2ccccc2c1Cl, N. The product is Nc1c([N+](=O)[O-])c(Cl)nc2ccccc12. RXN SMILES: [CH3:17][OH:18].[Cl:1][c:2]1[n:3][c:4]2[cH:5][cH:6][cH:7][cH:8][c:9]2[c:10]([Cl:15])[c:11]1[N+:12](=[O:13])[O-:14].[NH3:16]>>[Cl:1][c:2]1[n:3][c:4]2[cH:5][cH:6][cH:7][cH:8][c:9]2[c:10]([NH2:16])[c:11]1[N+:12](=[O:13])[O-:14]. Starting materials: N#N (N2), Br (hydrobromic acid), solution, FC1=C(C=CC=C1)N1N=C(C2=CC=CC=C12)OC1CCNCC1 (1-(2-fluorophenyl)-3-(piperidin-4-yloxy)-1H-indazole), CC(C)(C)OC (MTBE). The solvent is CO (MeOH). Conditions: time 8 hour. Product: Br.FC1=C(C=CC=C1)N1N=C(C2=CC=CC=C12)OC1CCNCC1 (1-(2-fluorophenyl)-3-(piperidin-4-yloxy)-1H-indazole hydrobromide). RXN SMILES: [BrH:1].[F:2][C:3]1[CH:8]=[CH:7][CH:6]=[CH:5][C:4]=1[N:9]1[C:17]2[C:12](=[CH:13][CH:14]=[CH:15][CH:16]=2)[C:11]([O:18][CH:19]2[CH2:24][CH2:23][NH:22][CH2:21][CH2:20]2)=[N:10]1.N#N.CC(OC)(C)C>CO>[BrH:1].[F:2][C:3]1[CH:8]=[CH:7][CH:6]=[CH:5][C:4]=1[N:9]1[C:17]2[C:12](=[CH:13][CH:14]=[CH:15][CH:16]=2)[C:11]([O:18][CH:19]2[CH2:24][CH2:23][NH:22][CH2:21][CH2:20]2)=[N:10]1 |f:5.6|. Procedure: 4.840 mg of concentrated hydrobromic acid was added to 0.89 ml of a solution of 1-(2-fluorophenyl)-3-(piperidin-4-yloxy)-1H-indazole in MeOH (concentration=10.3 mg/ml). The solution was placed under a stream of N2 gas until no solvent remained. Approximately 0.5 ml of MTBE was added and the sample was left open and stirred overnight. A white solid remained upon recovery. The reactants are N1=CC=CC2=CC(=CC=C12)CC1=NN=C2N1N=C(C=C2)C(C)=O (1-(3-(quinolin-6-ylmethyl)-[1,2,4]triazolo[4,3-b]pyridazin-6-yl)ethanone), NN1C(NC(C1)=O)=O (1-aminoimidazolidine-2,4-dione). Product: N1=CC=CC2=CC(=CC=C12)CC1=NN=C2N1N=C(C=C2)\C(\C)=N\N2C(NC(C2)=O)=O ((E)-1-(1-(3-(Quinolin-6-ylmethyl)-[1,2,4]-triazolo[4,3-b]pyridazin-6-yl)ethylideneamino)-imidazolidine-2,4-dione). Yield: 50.0%. As a reaction SMILES: [N:1]1[C:10]2[C:5](=[CH:6][C:7]([CH2:11][C:12]3[N:16]4[N:17]=[C:18]([C:21](=O)[CH3:22])[CH:19]=[CH:20][C:15]4=[N:14][N:13]=3)=[CH:8][CH:9]=2)[CH:4]=[CH:3][CH:2]=1.[NH2:24][N:25]1[CH2:29][C:28](=[O:30])[NH:27][C:26]1=[O:31]>>[N:1]1[C:10]2[C:5](=[CH:6][C:7]([CH2:11][C:12]3[N:16]4[N:17]=[C:18](/[C:21](=[N:24]/[N:25]5[CH2:29][C:28](=[O:30])[NH:27][C:26]5=[O:31])/[CH3:22])[CH:19]=[CH:20][C:15]4=[N:14][N:13]=3)=[CH:8][CH:9]=2)[CH:4]=[CH:3][CH:2]=1. Procedure details: The title compound (20 mg, 51%) was synthesized from 1-(3-(quinolin-6-ylmethyl)-[1,2,4]triazolo[4,3-b]pyridazin-6-yl)ethanone (30 mg, 0.1 mmol) and 1-aminoimidazolidine-2,4-dione (22.77 mg, 0.198 mmol) using the same procedure as described in the synthesis of example 37. 1H-NMR (400 MHz, DMSO-d6) δ ppm 11.44 (s, 1H), 9.05 (d, 1H), 8.70 (d, 1H), 8.32 (d, 1H), 8.12 (d, 2H), 7.98 (d, 1H), 7.87 (d, 1H), 7.77 (m, 1H), 4.83 (s, 2H), 4.54 (s, 2H), 2.40 (s, 3H). LCMS (method B): [MH]+=401.1, tR=1.64 min... Reported procedure: The title compound was prepared using analogous procedures described in Example 1 (Method B) 1-(4-fluorophenyl)-2,2-dimethylcyclopropanecarboxylic acid and propyl [(7R)-7-(methylamino)-6,7,8,9-tetrahydropyrido[1,2-a]indol-10-yl]acetate. MS (+ESI) m/z: 449. RXN SMILES: [F:1][C:2]1[CH:7]=[CH:6][C:5]([C:8]2([C:13]([OH:15])=O)[CH2:10][C:9]2([CH3:12])[CH3:11])=[CH:4][CH:3]=1.[CH3:16][NH:17][C@H:18]1[CH2:37][N:22]2[C:23]3[C:28]([C:29]([CH2:30][C:31]([O:33]CCC)=[O:32])=[C:21]2[CH2:20][CH2:19]1)=[CH:27][CH:26]=[CH:25][CH:24]=3>>[F:1][C:2]1[CH:3]=[CH:4][C:5]([C:8]2([C:13]([N:17]([CH3:16])[C@H:18]3[CH2:37][N:22]4[C:23]5[C:28]([C:29]([CH2:30][C:31]([OH:33])=[O:32])=[C:21]4[CH2:20][CH2:19]3)=[CH:27][CH:26]=[CH:25][CH:24]=5)=[O:15])[CH2:10][C:9]2([CH3:11])[CH3:12])=[CH:6][CH:7]=1. Starting materials: FC1=CC=C(C=C1)C1(C(C1)(C)C)C(=O)O (1-(4-fluorophenyl)-2,2-dimethylcyclopropanecarboxylic acid), CN[C@@H]1CCC=2N(C3=CC=CC=C3C2CC(=O)OCCC)C1 (propyl [(7R)-7-(methylamino)-6,7,8,9-tetrahydropyrido[1,2-a]indol-10-yl]acetate). Product: FC1=CC=C(C=C1)C1(C(C1)(C)C)C(=O)N([C@@H]1CCC=2N(C3=CC=CC=C3C2CC(=O)O)C1)C ({(7R)-7-[{[1-(4-fluorophenyl)-2,2-dimethylcyclopropyl]carbonyl}(methyl)amino]-6,7,8,9-tetrahydropyrido[1,2-a]indol-10-yl}acetic acid).